Dataset: the Open Reaction Database (ORD), a public repository of structured organic reaction records. Task: describe an organic reaction: reactants, conditions, products, and yield Starting materials: FC1=CC(=C(C=C1)C1=C(C=NC=C1)NC)C (4-(4-fluoro-2-methylphenyl)-N-methylpyridin-3-amine), CCN(C(C)C)C(C)C (DIPEA), FC(C=1C=C(C(=O)Cl)C=C(C1)C(F)(F)F)(F)F (3,5-bis(trifluoromethyl)benzoyl chloride). The solvent is C(Cl)Cl (CH2Cl2). Conditions: time 16 hour. Yields the product FC1=CC(=C(C=C1)C1=C(C=NC=C1)N(C(C1=CC(=CC(=C1)C(F)(F)F)C(F)(F)F)=O)C)C (N-[4-(4-Fluoro-2-methyl-phenyl)-pyridin-3-yl]-N-methyl-3,5-bis-trifluoromethyl-benzamide). Reaction SMILES: [F:1][C:2]1[CH:7]=[CH:6][C:5]([C:8]2[CH:13]=[CH:12][N:11]=[CH:10][C:9]=2[NH:14][CH3:15])=[C:4]([CH3:16])[CH:3]=1.CCN(C(C)C)C(C)C.[F:26][C:27]([F:42])([F:41])[C:28]1[CH:29]=[C:30]([CH:34]=[C:35]([C:37]([F:40])([F:39])[F:38])[CH:36]=1)[C:31](Cl)=[O:32]>C(Cl)Cl>[F:1][C:2]1[CH:7]=[CH:6][C:5]([C:8]2[CH:13]=[CH:12][N:11]=[CH:10][C:9]=2[N:14]([CH3:15])[C:31](=[O:32])[C:30]2[CH:29]=[C:28]([C:27]([F:42])([F:41])[F:26])[CH:36]=[C:35]([C:37]([F:40])([F:39])[F:38])[CH:34]=2)=[C:4]([CH3:16])[CH:3]=1. Reported procedure: To a solution of 4-(4-fluoro-2-methylphenyl)-N-methylpyridin-3-amine (47 mg, 0.22 mmol) and DIPEA (57 μL, 0.33 mmol) was added 3,5-bis(trifluoromethyl)benzoyl chloride (78 mg, 0.28 mmol, CAS RN 1271-19-8) in CH2Cl2 (2 mL). After stirring for 16 hours, the reaction mixture was loaded directly onto a silica gel column and elution with EtOAc gave the title compound as a waxy oil which solidified upon standing (56 mg, 56%). MS (ESI): m/z=457.0 [M+H]+. The reactants are FC1=C(C=CC(=C1)F)[C@]1(OC1)[C@H](C)O ((1S)-1-[(2R)-2-(2,4-difluorophenyl)-2-oxiranyl]ethanol), FC(C(F)F)(OC1=CC=C(C=C1)N1C(NN=C1)=O)F (4-[4-(1,1,2,2-tetrafluoroethoxy)phenyl]-3(2H,4H)-1,2,4-triazolone). Product: FC1=C(C=CC(=C1)F)[C@]1([C@@H](C)N2N=CN(C2=O)C2=CC=C(C=C2)OC(C(F)F)(F)F)CO1 (2-[(1R,2S)-2-(2,4-difluorophenyl)-2,3-epoxy-1-methylpropyl]-4-[4-(1,1,2,2-tetrafluoroethoxy)phenyl]-3(2H,4H)-1,2,4-triazolone). The yield is 53.8%. As a reaction SMILES: [F:1][C:2]1[CH:7]=[C:6]([F:8])[CH:5]=[CH:4][C:3]=1[C@:9]1([C@@H:12](O)[CH3:13])[CH2:11][O:10]1.[F:15][C:16]([F:33])([O:20][C:21]1[CH:26]=[CH:25][C:24]([N:27]2[CH:31]=[N:30][NH:29][C:28]2=[O:32])=[CH:23][CH:22]=1)[CH:17]([F:19])[F:18]>>[F:1][C:2]1[CH:7]=[C:6]([F:8])[CH:5]=[CH:4][C:3]=1[C@:9]1([O:10][CH2:11]1)[C@H:12]([N:29]1[C:28](=[O:32])[N:27]([C:24]2[CH:23]=[CH:22][C:21]([O:20][C:16]([F:15])([F:33])[CH:17]([F:18])[F:19])=[CH:26][CH:25]=2)[CH:31]=[N:30]1)[CH3:13]. Procedure: In the same manner as in Reference Example 5, starting from 1.0 g of (1S)-1-[(2R)-2-(2,4-difluorophenyl)-2-oxiranyl]ethanol and 1.11 g of 4-[4-(1,1,2,2-tetrafluoroethoxy)phenyl]-3(2H,4H)-1,2,4-triazolone, 2-[(1R,2S)-2-(2,4-difluorophenyl)-2,3-epoxy-1-methylpropyl]-4-[4-(1,1,2,2-tetrafluoroethoxy)phenyl]-3(2H,4H)-1,2,4-triazolone (0.99 g) was obtained as a colorless oil. Reactants: CC(=O)Nc1cccc(Br)n1, CC(C)C(O)(c1ccc(B(O)O)cc1)c1cn(C(c2ccccc2)(c2ccccc2)c2ccccc2)cn1, c1ccc(P(c2ccccc2)(c2ccccc2)[Pd](P(c2ccccc2)(c2ccccc2)c2ccccc2)(P(c2ccccc2)(c2ccccc2)c2ccccc2)P(c2ccccc2)(c2ccccc2)c2ccccc2)cc1. The product is CC(=O)Nc1cccc(-c2ccc(C(O)(c3cn(C(c4ccccc4)(c4ccccc4)c4ccccc4)cn3)C(C)C)cc2)n1. As a reaction SMILES: [Br:39][c:40]1[cH:41][cH:42][cH:43][c:44]([NH:46][C:47]([CH3:48])=[O:49])[n:45]1.[OH:1][C:2]([CH:3]([CH3:4])[CH3:5])([c:6]1[n:7][cH:8][n:9]([C:11]([c:12]2[cH:13][cH:14][cH:15][cH:16][cH:17]2)([c:18]2[cH:19][cH:20][cH:21][cH:22][cH:23]2)[c:24]2[cH:25][cH:26][cH:27][cH:28][cH:29]2)[cH:10]1)[c:30]1[cH:31][cH:32][c:33]([B:36]([OH:37])[OH:38])[cH:34][cH:35]1.[cH:50]1[cH:51][cH:52][c:53]([P:54]([Pd:55]([P:56]([c:57]2[cH:58][cH:59][cH:60][cH:61][cH:62]2)([c:63]2[cH:64][cH:65][cH:66][cH:67][cH:68]2)[c:69]2[cH:70][cH:71][cH:72][cH:73][cH:74]2)([P:75]([c:76]2[cH:77][cH:78][cH:79][cH:80][cH:81]2)([c:82]2[cH:83][cH:84][cH:85][cH:86][cH:87]2)[c:88]2[cH:89][cH:90][cH:91][cH:92][cH:93]2)[P:94]([c:95]2[cH:96][cH:97][cH:98][cH:99][cH:100]2)([c:101]2[cH:102][cH:103][cH:104][cH:105][cH:106]2)[c:107]2[cH:108][cH:109][cH:110][cH:111][cH:112]2)([c:113]2[cH:114][cH:115][cH:116][cH:117][cH:118]2)[c:119]2[cH:120][cH:121][cH:122][cH:123][cH:124]2)[cH:125][cH:126]1>>[OH:1][C:2]([CH:3]([CH3:4])[CH3:5])([c:6]1[n:7][cH:8][n:9]([C:11]([c:12]2[cH:13][cH:14][cH:15][cH:16][cH:17]2)([c:18]2[cH:19][cH:20][cH:21][cH:22][cH:23]2)[c:24]2[cH:25][cH:26][cH:27][cH:28][cH:29]2)[cH:10]1)[c:30]1[cH:31][cH:32][c:33](-[c:40]2[cH:41][cH:42][cH:43][c:44]([NH:46][C:47]([CH3:48])=[O:49])[n:45]2)[cH:34][cH:35]1. Starting materials: O.[OH-].[Li+] (lithium hydroxide monohydrate), COC([C@H](CC1CCCCC1)N1C(C=C(C1)OC)=O)=O ((S)-3-cyclohexyl-2-(4-methoxy-2-oxo-2,5-dihydro-pyrrol-1-yl)-propionic acid methyl ester), Cl (hydrochloric acid). The solvent is O1CCCC1 (tetrahydrofuran). Conditions: temperature 25 celsius, time 2 hour. Yields the product C1(CCCCC1)C[C@@H](C(=O)O)N1C(C=C(C1)OC)=O ((S)-3-cyclohexyl-2-(4-methoxy-2-oxo-2,5-dihydro-pyrrol-1-yl)-propionic acid). The yield is 77.9%. Reaction SMILES: C[O:2][C:3](=[O:20])[C@@H:4]([N:12]1[CH2:16][C:15]([O:17][CH3:18])=[CH:14][C:13]1=[O:19])[CH2:5][CH:6]1[CH2:11][CH2:10][CH2:9][CH2:8][CH2:7]1.O.[OH-].[Li+].Cl>O1CCCC1>[CH:6]1([CH2:5][C@H:4]([N:12]2[CH2:16][C:15]([O:17][CH3:18])=[CH:14][C:13]2=[O:19])[C:3]([OH:20])=[O:2])[CH2:11][CH2:10][CH2:9][CH2:8][CH2:7]1 |f:1.2.3|. Reported procedure: To a solution containing (S)-3-cyclohexyl-2-(4-methoxy-2-oxo-2,5-dihydro-pyrrol-1-yl)-propionic acid methyl ester (1.82 g, 6.48 mmol) in tetrahydrofuran (15 mL) was treated with an aqueous solution of lithium hydroxide monohydrate (8.4 mL, 1.0 M, 8.42 mmol). The mixture was stirred at 25° C. for 2 h then, acidified with 2N aqueous hydrochloric acid. The mixture was extracted with ethyl acetate (2×30 mL). The combined organic layers were dried over magnesium sulfate and concentrated to afford (S)... Starting materials: C(CCC)[Li].CCCCCC (butyllithium hexane), C[Si](C)(C)C#C (trimethylsilylacetylene), C(CCC)[Sn](CCCC)(CCCC)Cl (tributyltin chloride). Run in O1CCCC1 (tetrahydrofuran). Conditions: temperature -78 celsius, time 30 minute. Yields the product C[Si](C#C[Sn](CCCC)(CCCC)CCCC)(C)C (trimethyl[(tributylstannyl)ethynyl]-silane). Isolated yield 52.1%. As a reaction SMILES: [CH3:1][Si:2]([C:5]#[CH:6])([CH3:4])[CH3:3].C([Li])CCC.CCCCCC.[CH2:18]([Sn:22](Cl)([CH2:27][CH2:28][CH2:29][CH3:30])[CH2:23][CH2:24][CH2:25][CH3:26])[CH2:19][CH2:20][CH3:21]>O1CCCC1>[CH3:1][Si:2]([CH3:4])([CH3:3])[C:5]#[C:6][Sn:22]([CH2:23][CH2:24][CH2:25][CH3:26])([CH2:27][CH2:28][CH2:29][CH3:30])[CH2:18][CH2:19][CH2:20][CH3:21] |f:1.2|. Procedure details: Under argon stream, 3.53 ml (25 mmol) of trimethylsilylacetylene was dissolved in 25 ml of tetrahydrofuran and cooled to -78° C. Into the solution was added dropwise 145.9 ml (24 mmol) of butyllithium-hexane solution, and the reaction was carried out with stirring for 30 minutes. Then, 6.5 ml (24 mmol) of tributyltin chloride was added dropwise, and the reaction was carried out with stirring for 22 hours, while elevating gradually the temperature of the reaction mixture to room temperature. Afte... The reactants are C(C)(C)(C)C=1C=C(C=CC1)C1=CC(=CC=C1)C=1N=C(C2=CC(=C(C=C2C1)OC)OC)C (3-(3′-(tert-Butyl)-[1,1′-biphenyl]-3-yl)-6,7-dimethoxy-1-methylisoquinoline), SeO2, O1CCOCC1 (dioxane). Yields the product CCOC(=O)C.CCCCCC (EtOAc hexane). Yield: 58.0%. RXN SMILES: [C:1]([C:5]1C=C(C2C=CC=C(C3N=C(C)C4C(C=3)=CC([O:27]C)=C(OC)C=4)C=2)[CH:8]=[CH:9][CH:10]=1)(C)(C)[CH3:2].[O:32]1[CH2:37][CH2:36]O[CH2:34][CH2:33]1>>[CH3:34][CH2:33][O:32][C:37]([CH3:36])=[O:27].[CH3:2][CH2:1][CH2:5][CH2:10][CH2:9][CH3:8] |f:2.3|. Reported procedure: 3-(3′-(tert-Butyl)-[1,1′-biphenyl]-3-yl)-6,7-dimethoxy-1-methylisoquinoline (92 mg) and SeO2 (25 mg, 1.2 eq.) in 5 mL anhydrous dioxane were refluxed at 102° C. for 3 hours. Solution was then cooled to room temperature and filtered to remove precipitate. Resulting filtrate was concentrated. Chromatography achieved using ISCO max gradient 30% EtOAc/hexane yielding product as a yellow solid (55 mg, 58% yield). 1H NMR (400 MHz) (CDCl3) δ 10.39 (s, 1H), 8.66 (s, 1H), 8.31 (s, 1H), 8.12 (s, 1H), 8.07... Starting materials: FC=1C=C2C=CNC2=CC1 (5-fluoroindole), O (water), [H-].[Na+] (sodium hydride), C[C@H]1OC1 ((R)-methyloxirane). Solvent: O1CCCC1 (tetrahydrofuran), CCOCC (ether). Conditions: time 1 hour. Yields the product FC=1C=C2C=CN(C2=CC1)C[C@@H](C)O ((R)-1-(5-fluoro-indol-1-yl)-propan-2-ol). Yield: 80.0%. As a reaction SMILES: [H-].[Na+].[F:3][C:4]1[CH:5]=[C:6]2[C:10](=[CH:11][CH:12]=1)[NH:9][CH:8]=[CH:7]2.[CH3:13][C@@H:14]1[CH2:16][O:15]1.O>O1CCCC1.CCOCC>[F:3][C:4]1[CH:5]=[C:6]2[C:10](=[CH:11][CH:12]=1)[N:9]([CH2:13][C@H:14]([OH:15])[CH3:16])[CH:8]=[CH:7]2 |f:0.1|. Procedure: A suspension of 0.26 g of sodium hydride dispersion in 35 ml of tetrahydrofuran was treated with 0.95 g (7 mmol) of 5-fluoroindole at 0° and stirred at this temperature for 1 hour. After the addition of 1 ml of (R)-methyloxirane the reaction mixture was stirred at room temperature for 48 hours and subsequently treated with 7 ml of water. The mixture was diluted with 180 ml of ether, washed twice with 90 ml of water each time and with 50 ml of saturated sodium chloride solution and the organic ph...